From a dataset of the Open Reaction Database (ORD), a public repository of structured organic reaction records. describe an organic reaction: reactants, conditions, products, and yield The reactants are C[C@@H]1C(NC(N1)=O)=O (5(R)-methylimidazolidine-2,4-dione), C(CC)C1=C(C=CC=2C(=NOC21)C(F)(F)F)OCCCBr (7-propyl-3-(trifluoromethyl)-6-(3-bromopropyloxy)-1,2-benzisoxazole). The product is C[C@@H]1C(N(C(N1)=O)CCCOC1=C(C2=C(C(=NO2)C(F)(F)F)C=C1)CCC)=O (5(R)-methyl-3-(3-{[7-propyl-3-(trifluoromethyl)-1,2-benzisoxazol-6-yl]oxy}propyl)imidazolidine-2,4-dione). Procedure details: 5(R)-Methyl-3-(3-{[7-propyl-3-(trifluoromethyl)-1,2-benzisoxazol-6-yl]oxy}propyl)imidazolidine-2,4-dione was prepared as for Example 10 from 5(R)-methylimidazolidine-2,4-dione and the bromide from Example 7. After aqueous work-up and silica gel chromatography, the title compound was obtained. As a reaction SMILES: [CH3:1][C@H:2]1[NH:6][C:5](=[O:7])[NH:4][C:3]1=[O:8].[CH2:9]([C:12]1[C:20]2[O:19][N:18]=[C:17]([C:21]([F:24])([F:23])[F:22])[C:16]=2[CH:15]=[CH:14][C:13]=1[O:25][CH2:26][CH2:27][CH2:28]Br)[CH2:10][CH3:11]>>[CH3:1][C@H:2]1[NH:6][C:5](=[O:7])[N:4]([CH2:28][CH2:27][CH2:26][O:25][C:13]2[CH:14]=[CH:15][C:16]3[C:17]([C:21]([F:23])([F:24])[F:22])=[N:18][O:19][C:20]=3[C:12]=2[CH2:9][CH2:10][CH3:11])[C:3]1=[O:8]. The reactants are Cn1c(=O)c(-c2ccc(F)cc2)c(-c2ccnc(S(C)(=O)=O)n2)n1C1CCN(C(=O)OC(C)(C)C)CC1, Cc1ccccc1, COCC(C)N. Yields the product COCC(C)Nc1nccc(-c2c(-c3ccc(F)cc3)c(=O)n(C)n2C2CCN(C(=O)OC(C)(C)C)CC2)n1. As a reaction SMILES: [C:1]([CH3:2])([CH3:3])([CH3:4])[O:5][C:6](=[O:7])[N:8]1[CH2:9][CH2:10][CH:11]([n:14]2[n:15]([CH3:37])[c:16](=[O:36])[c:17](-[c:29]3[cH:30][cH:31][c:32]([F:35])[cH:33][cH:34]3)[c:18]2-[c:19]2[n:20][c:21]([S:25]([CH3:26])(=[O:27])=[O:28])[n:22][cH:23][cH:24]2)[CH2:12][CH2:13]1.[CH3:44][c:45]1[cH:46][cH:47][cH:48][cH:49][cH:50]1.[NH2:38][CH:39]([CH3:40])[CH2:41][O:42][CH3:43]>>[C:1]([CH3:2])([CH3:3])([CH3:4])[O:5][C:6](=[O:7])[N:8]1[CH2:9][CH2:10][CH:11]([n:14]2[n:15]([CH3:37])[c:16](=[O:36])[c:17](-[c:29]3[cH:30][cH:31][c:32]([F:35])[cH:33][cH:34]3)[c:18]2-[c:19]2[n:20][c:21]([NH:38][CH:39]([CH3:40])[CH2:41][O:42][CH3:43])[n:22][cH:23][cH:24]2)[CH2:12][CH2:13]1. Reactants: ClCCCBr, O=C([O-])[O-], CN(C)C=O, [K+], [K+], N#Cc1ccc(-c2ccccc2)c(O)c1. Product: N#Cc1ccc(-c2ccccc2)c(OCCCCl)c1. Reaction SMILES: [Br:22][CH2:23][CH2:24][CH2:25][Cl:26].[C:16](=[O:17])([O-:18])[O-:19].[CH3:27][N:28]([CH3:29])[CH:30]=[O:31].[K+:20].[K+:21].[OH:1][c:2]1[cH:3][c:4]([C:5]#[N:6])[cH:7][cH:8][c:9]1-[c:10]1[cH:11][cH:12][cH:13][cH:14][cH:15]1>>[O:1]([c:2]1[cH:3][c:4]([C:5]#[N:6])[cH:7][cH:8][c:9]1-[c:10]1[cH:11][cH:12][cH:13][cH:14][cH:15]1)[CH2:23][CH2:24][CH2:25][Cl:26]. The reactants are N([C@@H](CCCCNC(=O)OC(C)(C)C)C(=O)N[C@@H](CC1=CC=CC=C1)C(=O)N[C@@H](CC1=CNC=N1)C(=O)OC)C(=O)OCC1=CC=CC=C1 (Z-Lys(BOC)-Phe-His-OMe). The reagents and catalysts are [Pd] (Pd on charcoal). Solvent: CO (methanol). Yields the product N[C@@H](CCCCNC(=O)OC(C)(C)C)C(=O)N[C@@H](CC1=CC=CC=C1)C(=O)N[C@@H](CC1=CNC=N1)C(=O)OC (H-Lys(BOC)-Phe-His-OMe). As a reaction SMILES: [NH:1](C(OCC1C=CC=CC=1)=O)[C@H:2]([C:15]([NH:17][C@H:18]([C:26]([NH:28][C@H:29]([C:36]([O:38][CH3:39])=[O:37])[CH2:30][C:31]1[N:35]=[CH:34][NH:33][CH:32]=1)=[O:27])[CH2:19][C:20]1[CH:25]=[CH:24][CH:23]=[CH:22][CH:21]=1)=[O:16])[CH2:3][CH2:4][CH2:5][CH2:6][NH:7][C:8]([O:10][C:11]([CH3:14])([CH3:13])[CH3:12])=[O:9]>CO.[Pd]>[NH2:1][C@H:2]([C:15]([NH:17][C@H:18]([C:26]([NH:28][C@H:29]([C:36]([O:38][CH3:39])=[O:37])[CH2:30][C:31]1[N:35]=[CH:34][NH:33][CH:32]=1)=[O:27])[CH2:19][C:20]1[CH:25]=[CH:24][CH:23]=[CH:22][CH:21]=1)=[O:16])[CH2:3][CH2:4][CH2:5][CH2:6][NH:7][C:8]([O:10][C:11]([CH3:12])([CH3:13])[CH3:14])=[O:9]. Procedure details: 6.8 g of Z-Lys(BOC)-Phe-His-OMe in 140 ml of methanol are hydrogenated in the presence of 1 g of 10% strength Pd on charcoal. After completion of the hydrogenation the catalyst is filtered off, the filtrate evaporated to dryness and the residue immediately processed further. The reactants are BrC1=CC(=C(C(=O)O)C=C1)S(=O)(=O)C (4-bromo-2-methylsulfonylbenzoic acid), ClC1=CC=C(C=C1)C(=O)C1CCNCC1 ((4-chlorophenyl)piperidin-4-ylmethanone). Product: BrC1=CC(=C(C=C1)C(=O)N1CCC(CC1)C(C1=CC=C(C=C1)Cl)=O)S(=O)(=O)C ((4-bromo-2-methanesulfonylphenyl)[4-(4-chlorobenzoyl)piperidin-1-yl]methanone). Yield: 98.7%. Reaction SMILES: [Br:1][C:2]1[CH:10]=[CH:9][C:5]([C:6]([OH:8])=O)=[C:4]([S:11]([CH3:14])(=[O:13])=[O:12])[CH:3]=1.[Cl:15][C:16]1[CH:21]=[CH:20][C:19]([C:22]([CH:24]2[CH2:29][CH2:28][NH:27][CH2:26][CH2:25]2)=[O:23])=[CH:18][CH:17]=1>>[Br:1][C:2]1[CH:10]=[CH:9][C:5]([C:6]([N:27]2[CH2:28][CH2:29][CH:24]([C:22](=[O:23])[C:19]3[CH:18]=[CH:17][C:16]([Cl:15])=[CH:21][CH:20]=3)[CH2:25][CH2:26]2)=[O:8])=[C:4]([S:11]([CH3:14])(=[O:13])=[O:12])[CH:3]=1. Procedure details: By reaction and treatment in the same manner as in Preparation Example 1 and using 4-bromo-2-methylsulfonylbenzoic acid (2.8 g) and (4-chlorophenyl)piperidin-4-ylmethanone (2.6 g), (4-bromo-2-methanesulfonylphenyl)[4-(4-chlorobenzoyl)piperidin-1-yl]methanone (4.8 g) was obtained. By reaction and treatment in the same manner as in Preparation Example 12 and using (4-bromo-2-methanesulfonylphenyl)[4-(4-chlorobenzoyl)piperidin-1-yl]methanone (1.5 g) and benzoic acid (R)-2-oxooxazolidin-4-ylmethyl e... Reported procedure: The title compound was synthesized in analogy to the procedure described for the preparation of Example 43, using 5-bromo-6-chloro-nicotinic acid methyl ester, N-methyl-N-propylamine, (4-chloro-phenyl)-boronic acid and (1R,2R)-2-amino-cyclohexanol hydrochloride as starting materials. MS (ISP): 402.3 (M+H+). The reactants are COC(C1=CN=C(C(=C1)Br)Cl)=O (5-bromo-6-chloro-nicotinic acid methyl ester), Cl.N[C@H]1[C@@H](CCCC1)O ((1R,2R)-2-amino-cyclohexanol hydrochloride), CNCCC (N-methyl-N-propylamine), ClC1=CC=C(C=C1)B(O)O ((4-chloro-phenyl)-boronic acid). Reaction SMILES: CO[C:3](=[O:12])[C:4]1[CH:9]=[C:8](Br)[C:7](Cl)=[N:6][CH:5]=1.[CH3:13][NH:14][CH2:15][CH2:16][CH3:17].[Cl:18][C:19]1[CH:24]=[CH:23][C:22](B(O)O)=[CH:21][CH:20]=1.Cl.[NH2:29][C@@H:30]1[CH2:35][CH2:34][CH2:33][CH2:32][C@H:31]1[OH:36]>>[Cl:18][C:19]1[CH:24]=[CH:23][C:22]([C:8]2[C:7]([N:14]([CH3:13])[CH2:15][CH2:16][CH3:17])=[N:6][CH:5]=[C:4]([CH:9]=2)[C:3]([NH:29][C@@H:30]2[CH2:35][CH2:34][CH2:33][CH2:32][C@H:31]2[OH:36])=[O:12])=[CH:21][CH:20]=1 |f:3.4|. The product is ClC1=CC=C(C=C1)C=1C(=NC=C(C(=O)N[C@H]2[C@@H](CCCC2)O)C1)N(CCC)C (5-(4-Chloro-phenyl)-N-((1R,2R)-2-hydroxy-cyclohexyl)-6-(methyl-propyl-amino)-nicotinamide). Reactants: C(C)(C)(C)OC(CN1C(=NC2=C1C=CC(=C2)N(CCCC2=CC=CC=C2)S(=O)(=O)C2=CC=C(C=C2)F)CCC)=O ({5-[(4-Fluoro-benzenesulfonyl)-(3-phenyl-propyl)-amino]-2-propyl-benzoimidazol-1-yl}-acetic acid tert-butyl ester), C(=O)(C(F)(F)F)O (TFA). Product: FC1=CC=C(C=C1)S(=O)(=O)N(C1=CC2=C(N(C(=N2)CCC)CC(=O)O)C=C1)CCCC1=CC=CC=C1 ({5-[(4-Fluoro-benzenesulfonyl)-(3-phenyl-propyl)-amino]-2-propyl-benzoimidazol-1-yl}-acetic acid). RXN SMILES: C([O:5][C:6](=[O:40])[CH2:7][N:8]1[C:12]2[CH:13]=[CH:14][C:15]([N:17]([S:27]([C:30]3[CH:35]=[CH:34][C:33]([F:36])=[CH:32][CH:31]=3)(=[O:29])=[O:28])[CH2:18][CH2:19][CH2:20][C:21]3[CH:26]=[CH:25][CH:24]=[CH:23][CH:22]=3)=[CH:16][C:11]=2[N:10]=[C:9]1[CH2:37][CH2:38][CH3:39])(C)(C)C.C(O)(C(F)(F)F)=O>>[F:36][C:33]1[CH:34]=[CH:35][C:30]([S:27]([N:17]([CH2:18][CH2:19][CH2:20][C:21]2[CH:22]=[CH:23][CH:24]=[CH:25][CH:26]=2)[C:15]2[CH:14]=[CH:13][C:12]3[N:8]([CH2:7][C:6]([OH:40])=[O:5])[C:9]([CH2:37][CH2:38][CH3:39])=[N:10][C:11]=3[CH:16]=2)(=[O:28])=[O:29])=[CH:31][CH:32]=1. Procedure: {5-[(4-Fluoro-benzenesulfonyl)-(3-phenyl-propyl)-amino]-2-propyl-benzoimidazol-1-yl}-acetic acid tert-butyl ester was treated with TFA (2 mL) for 2 hours, concentrated, and purified by preparative LCMS to give the title compound. 1H NMR (d6-DMSO) δ7.62 (m, 2H), 7.41 (m, 2H), 7.25 (m, 3H), 7.11 (d, 3H), 6.82 (m, 1H), 4.58 (s, 2H), 3.62 (t, 2H), 2.71 (t, 2H), 2.60 (m, 2H), 1.72 (m, 2H), 1.58 (m, 2H), 0.99 (t, 3H). MS calculated for C27H28FN3O4S—H: 508, observed: 508.